This data is from the Open Reaction Database (ORD), a public repository of structured organic reaction records. The task is: describe an organic reaction: reactants, conditions, products, and yield Reactants: C(C)(=O)Cl (acetyl chloride), FC(C=1C=C(CN(C(C)=O)C2C3=C(NCCC2)C=C(C=C3)Cl)C=C(C1)C(F)(F)F)(F)F (N-(3,5-Bis-trifluoromethyl-benzyl)-N-(8-chloro-2,3,4,5-tetrahydro-1H-benzo[b]azepin-5-yl)-acetamide), CN(C)C1=NC=CC=C1 (dimethylaminopyridine), N1=CC=CC=C1 (pyridine). Run in ClCCl (dichloromethane), ClCCl (dichloromethane). Run at time 15 hour. Product: C(C)(=O)N1C2=C(C(CCC1)N(C(C)=O)CC1=CC(=CC(=C1)C(F)(F)F)C(F)(F)F)C=CC(=C2)Cl (N-(1-Acetyl-8-chloro-2,3,4,5-tetrahydro-1H-benzo[b]azepin-5-yl)-N-(3,5-bis-trifluoromethyl-benzyl)-acetamide). Yield: 71.7%. Reaction SMILES: [C:1](Cl)(=[O:3])[CH3:2].CN(C1C=CC=CN=1)C.N1C=CC=CC=1.[F:20][C:21]([F:50])([F:49])[C:22]1[CH:23]=[C:24]([CH:42]=[C:43]([C:45]([F:48])([F:47])[F:46])[CH:44]=1)[CH2:25][N:26]([CH:30]1[CH2:36][CH2:35][CH2:34][NH:33][C:32]2[CH:37]=[C:38]([Cl:41])[CH:39]=[CH:40][C:31]1=2)[C:27](=[O:29])[CH3:28]>ClCCl>[C:1]([N:33]1[CH2:34][CH2:35][CH2:36][CH:30]([N:26]([CH2:25][C:24]2[CH:42]=[C:43]([C:45]([F:46])([F:47])[F:48])[CH:44]=[C:22]([C:21]([F:20])([F:49])[F:50])[CH:23]=2)[C:27](=[O:29])[CH3:28])[C:31]2[CH:40]=[CH:39][C:38]([Cl:41])=[CH:37][C:32]1=2)(=[O:3])[CH3:2]. Reported procedure: Add acetyl chloride (0.3 mmol) followed by dimethylaminopyridine (cat.) and pyridine (0.3 mmol) to a solution of N-(3,5-Bis-trifluoromethyl-benzyl)-N-(8-chloro-2,3,4,5-tetrahydro-1H-benzo[b]azepin-5-yl)-acetamide (0.05 g, 0.11 mmol) in dichloromethane (1 ml). After stirring for 14-16 h dilute with dichloromethane (2 mL) and wash with 5% HCl (2 mL), water (2 mL) and brine (2 mL). Dry the organics over sodium sulfate, filter, and remove solvent under vacuum. Chromatograph the crude product over si...